This data is from the Open Reaction Database (ORD), a public repository of structured organic reaction records. The task is: describe an organic reaction: reactants, conditions, products, and yield The reactants are C(C)(C)(C)OC(=O)N1C[C@@H](CC1)N(C(=O)OCC1=CC=CC=C1)C1=C(C=C(C=C1)N1C(O[C@H](C1)CN=[N+]=[N-])=O)F ((3R)-3-{[4-{(5R)-5-azidomethyl-2-oxo-oxazolidin-3-yl}-2-fluoro-phenyl]-benzyl-oxycarbonyl-amino}-pyrrolidine-1-carboxylic acid tert-butyl ester), C(C)(=O)OCC (ethyl acetate). The reagents and catalysts are [Pd] (Pd/C). Product: C(C)(C)(C)OC(=O)N1C[C@@H](CC1)NC1=C(C=C(C=C1)N1C(O[C@H](C1)CNC(C)=O)=O)F ((3R)3-{4-[(5S)-5-(Acetylaminomethyl)-2-oxo-oxazolidin-3-yl]-2-fluoro-phenylamino}-pyrrolidine-1-carboxylic Acid Tert-Butyl Ester). RXN SMILES: [C:1]([O:5][C:6]([N:8]1[CH2:12][CH2:11][C@@H:10]([N:13]([C:24]2[CH:29]=[CH:28][C:27]([N:30]3[CH2:34][C@H:33]([CH2:35][N:36]=[N+]=[N-])[O:32][C:31]3=[O:39])=[CH:26][C:25]=2[F:40])C(OCC2C=CC=CC=2)=O)[CH2:9]1)=[O:7])([CH3:4])([CH3:3])[CH3:2].[C:41](OCC)(=[O:43])[CH3:42]>[Pd]>[C:1]([O:5][C:6]([N:8]1[CH2:12][CH2:11][C@@H:10]([NH:13][C:24]2[CH:29]=[CH:28][C:27]([N:30]3[CH2:34][C@H:33]([CH2:35][NH:36][C:41](=[O:43])[CH3:42])[O:32][C:31]3=[O:39])=[CH:26][C:25]=2[F:40])[CH2:9]1)=[O:7])([CH3:2])([CH3:3])[CH3:4]. Reported procedure: To a stirred solution of 4.2 g of (3R)-3-{[4-{(5R)-5-azidomethyl-2-oxo-oxazolidin-3-yl}-2-fluoro-phenyl]-benzyl-oxycarbonyl-amino}-pyrrolidine-1-carboxylic acid tert-butyl ester (7.3 mmol) in 50 ml ethyl acetate were added 400 mg of Pd/C 10% and the mixture was stirred under hydrogen over night. The reaction was controlled by TLC. The Pd/C was filtered, the filtrate evaporated to dryness. The residue was dissolved in 5 ml acetic acid and 2 ml acetic anhydride was added. The reaction was stirred ... Run at time 2 hour. As a reaction SMILES: C([O:8][CH2:9][CH:10]([CH2:13][O:14][Si:15]([C:18]([CH3:21])([CH3:20])[CH3:19])([CH3:17])[CH3:16])[O:11][CH3:12])C1C=CC=CC=1>[Pd].CO>[Si:15]([O:14][CH2:13][CH:10]([CH2:9][OH:8])[O:11][CH3:12])([C:18]([CH3:21])([CH3:20])[CH3:19])([CH3:17])[CH3:16]. The yield is 99.0%. Solvent: CO (MeOH). The reagents and catalysts are [Pd] (palladium on activated carbon). Procedure: A mixture of the protected glycerol derivative 14 (5.0 g, 16 mmol) and 10% palladium on activated carbon (wet Degussa type E101 NE/W) (0.43 g) in MeOH (50 mL) was evacuated using an aspirator pump and filled with hydrogen. After 2 h, TLC analysis showed the reaction to be complete, the mixture was filtered through Celite and the filtrate was evaporated to dryness to give 1-O-t-butyldimethylsilyl-2-O-methyl-rac-glycerol (15) (99%) as a colourless oil. Starting materials: C(C1=CC=CC=C1)OCC(OC)CO[Si](C)(C)C(C)(C)C (1-O-benzyl-3-O-t-butyldimethylsilyl-2-O-methyl-rac-glycerol). Yields the product [Si](C)(C)(C(C)(C)C)OCC(OC)CO (1-O-t-butyldimethylsilyl-2-O-methyl-rac-glycerol). Yields the product COC(=O)c1cccc(CN2CCOc3ccc(N)cc32)c1. As a reaction SMILES: [CH3:25][CH2:26][O:27][C:28](=[O:29])[CH3:30].[N+:1]([O-:2])(=[O:3])[c:4]1[cH:5][cH:6][c:7]2[c:8]([cH:24]1)[N:9]([CH2:13][c:14]1[cH:15][c:16]([C:17](=[O:18])[O:19][CH3:20])[cH:21][cH:22][cH:23]1)[CH2:10][CH2:11][O:12]2>>[NH2:1][c:4]1[cH:5][cH:6][c:7]2[c:8]([cH:24]1)[N:9]([CH2:13][c:14]1[cH:15][c:16]([C:17](=[O:18])[O:19][CH3:20])[cH:21][cH:22][cH:23]1)[CH2:10][CH2:11][O:12]2. Starting materials: CCOC(C)=O, COC(=O)c1cccc(CN2CCOc3ccc([N+](=O)[O-])cc32)c1. Reactants: NC1=NC(=C(C(=O)OC)C=C1[N+](=O)[O-])OCC(F)F (Methyl 6-amino-2-(2,2-difluoro-ethoxy)-5-nitro-nicotinate). The reagents and catalysts are [Ni] (Raney nickel). Solvent: CO (methanol), C1CCOC1 (THF). Yields the product NC=1C(=NC(=C(C(=O)OC)C1)OCC(F)F)N (Methyl 5,6-diamino-2-(2,2-difluoro-ethoxy)-nicotinate). As a reaction SMILES: [NH2:1][C:2]1[C:11]([N+:12]([O-])=O)=[CH:10][C:5]([C:6]([O:8][CH3:9])=[O:7])=[C:4]([O:15][CH2:16][CH:17]([F:19])[F:18])[N:3]=1>[Ni].C1COCC1.CO>[NH2:12][C:11]1[C:2]([NH2:1])=[N:3][C:4]([O:15][CH2:16][CH:17]([F:19])[F:18])=[C:5]([CH:10]=1)[C:6]([O:8][CH3:9])=[O:7]. Procedure details: Prepared analogously to example 154d by hydrogenation of the product obtained in (803a) using Raney nickel in THF and methanol. Reactants: 3', 4'-methylenedioxy-2-(N-tert-butyloxy-carbonylamino)-5-ethoxydiphenylmethanol, ClC(=O)CC(=O)OC (methyl chloroformylacetate), C(C)(C)(C)OC(=O)NC1=CC=C(C=C1)OCC (N-(tert-butyloxycarbonyl)-p-ethoxyaniline), C(C)(C)(C)[Li] (tert-butyllithium), C1OC=2C=C(C=O)C=CC2O1 (3,4-methylenedioxybenzaldehyde), NC1=C(C=C(C=C1)OCC)C(C1=CC2=C(C=C1)OCO2)=O (1-amino-2-(3,4-methylenedioxybenzoyl)-4-ethoxybenzene), amino, solution, COC1=C(CCl)C=CC=C1 (2-methoxybenzyl chloride), O1COC2=C1C=CC(=C2)C2=C(C(NC1=CC=C(C=C21)OCC)=O)C(=O)OC (methyl 4-(1,3-benzodioxol-5-yl)-1, 2-dihydro-6-ethoxy-2-oxoquinoline-3-carboxylate), NC1=C(C=C(C=C1)OCC)C(C1=CC2=C(C=C1)OCO2)=O (1-amino-2-(3,4-methylenedioxybenzoyl)-4-ethoxybenzene). Run in C[O-].[Na+] (sodium methanolate), ClCCl (dichloromethane), C(C)N(C(C)C)C(C)C (ethyldiisopropylamine), CN(C)C=O (DMF), C([O-])([O-])=O.[K+].[K+] (potassium carbonate), C1CCOC1 (THF), ClCCl (dichloromethane). Reaction conditions: time 4 hour. Yields the product O1COC2=C1C=CC(=C2)C2=C(C(N(C1=CC=C(C=C21)OCC)CC2=C(C=CC=C2)OC)=O)C(=O)OC (methyl 4-(1,3-benzodioxol-5-yl)-1,2-dihydro-6-ethoxy-1-(2-methoxybenzyl)-2-oxoquinoline-3-carboxylate). Reaction SMILES: [CH3:1][O:2][C:3]1[CH:10]=[CH:9][CH:8]=[CH:7][C:4]=1[CH2:5]Cl.[O:11]1[C:15]2[CH:16]=[CH:17][C:18]([C:20]3[C:29]4[C:24](=[CH:25][CH:26]=[C:27]([O:30][CH2:31][CH3:32])[CH:28]=4)[NH:23][C:22](=[O:33])[C:21]=3[C:34]([O:36][CH3:37])=[O:35])=[CH:19][C:14]=2[O:13][CH2:12]1.NC1C=CC(OCC)=CC=1C(=O)C1C=CC2OCOC=2C=1.ClC(CC(OC)=O)=O.C1OC2C=CC(C=O)=CC=2O1.C(OC(NC1C=CC(OCC)=CC=1)=O)(C)(C)C.C([Li])(C)(C)C>ClCCl.C(N(C(C)C)C(C)C)C.C[O-].[Na+].C1COCC1.CN(C=O)C.C(=O)([O-])[O-].[K+].[K+]>[O:11]1[C:15]2[CH:16]=[CH:17][C:18]([C:20]3[C:29]4[C:24](=[CH:25][CH:26]=[C:27]([O:30][CH2:31][CH3:32])[CH:28]=4)[N:23]([CH2:5][C:4]4[CH:7]=[CH:8][CH:9]=[CH:10][C:3]=4[O:2][CH3:1])[C:22](=[O:33])[C:21]=3[C:34]([O:36][CH3:37])=[O:35])=[CH:19][C:14]=2[O:13][CH2:12]1 |f:9.10,13.14.15|. Procedure: A 50% solution of 0.4 g of 2-methoxybenzyl chloride ("A") in dichloromethane is added to a solution of 0.4 g of methyl 4-(1,3-benzodioxol-5-yl)-1, 2-dihydro-6-ethoxy-2-oxoquinoline-3-carboxylate (obtainable by reacting 1-amino-2-(3,4-methylenedioxybenzoyl)-4-ethoxybenzene and methyl chloroformylacetate in dichloromethane and ethyldiisopropylamine with subsequent cyclization of the intermediate in sodium methanolate solution, m.p. 224°-225°; 1-amino-2-(3,4-methylenedioxybenzoyl)-4-ethoxybenzene i...